From a dataset of the Open Reaction Database (ORD), a public repository of structured organic reaction records. describe an organic reaction: reactants, conditions, products, and yield Starting materials: O=P(Cl)(Cl)Cl, O=S(Cl)Cl, NC(=O)C1c2ccccc2-c2ccccc21, O=C(O)C1c2ccccc2-c2ccccc21. The product is N#CC1c2ccccc2-c2ccccc21. As a reaction SMILES: [P:37]([Cl:38])([Cl:39])([Cl:40])=[O:41].[S:1]([Cl:2])([Cl:3])=[O:4].[cH:21]1[cH:22][cH:23][cH:24][c:25]2[c:33]1[CH:32]([C:34](=[O:35])[NH2:36])[c:31]1[c:26]-2[cH:27][cH:28][cH:29][cH:30]1.[cH:5]1[c:6]2[c:17]([cH:18][cH:19][cH:20]1)-[c:12]1[c:11]([cH:16][cH:15][cH:14][cH:13]1)[CH:7]2[C:8]([OH:9])=[O:10]>>[cH:21]1[cH:22][cH:23][cH:24][c:25]2[c:33]1[CH:32]([C:34]#[N:36])[c:31]1[c:26]-2[cH:27][cH:28][cH:29][cH:30]1. Reactants: CCS(=O)(=O)O, CCCC(=O)C=[N+]=[N-]. Yields the product CCCC(=O)COS(=O)(=O)CC. As a reaction SMILES: [CH3:9][CH2:10][S:11]([OH:12])(=[O:13])=[O:14].[N+:1](=[N-:2])=[CH:3][C:4]([CH2:5][CH2:6][CH3:7])=[O:8]>>[CH2:3]([C:4]([CH2:5][CH2:6][CH3:7])=[O:8])[O:14][S:11]([CH2:10][CH3:9])(=[O:12])=[O:13]. Starting materials: CN1CCNCC1, Clc1ccnc2c1CC1(CN3CCC1CC3)O2, [Na+], [Na+], O=C([O-])[O-], O. Product: CN1CCN(c2ccnc3c2CC2(CN4CCC2CC4)O3)CC1. RXN SMILES: [CH3:24][N:25]1[CH2:26][CH2:27][NH:28][CH2:29][CH2:30]1.[Cl:1][c:2]1[c:3]2[c:4]([n:5][cH:6][cH:7]1)[O:8][C:9]1([CH2:10][N:11]3[CH2:12][CH2:13][CH:14]1[CH2:15][CH2:16]3)[CH2:17]2.[Na+:18].[Na+:19].[O-:20][C:21](=[O:22])[O-:23].[OH2:31]>>[c:2]1([N:28]2[CH2:27][CH2:26][N:25]([CH3:24])[CH2:30][CH2:29]2)[c:3]2[c:4]([n:5][cH:6][cH:7]1)[O:8][C:9]1([CH2:10][N:11]3[CH2:12][CH2:13][CH:14]1[CH2:15][CH2:16]3)[CH2:17]2.